From a dataset of the Open Reaction Database (ORD), a public repository of structured organic reaction records. describe an organic reaction: reactants, conditions, products, and yield Starting materials: [OH-].[Na+] (sodium hydroxide), C(C)OC(=O)C=1N=C(N(C(C1OC)=O)C)N1S(CCCC1)(=O)=O (2-(1,1-dioxo-1λ6-[1,2]thiazinan-2-yl)-5-methoxy-1-methyl-6-oxo-1,6-dihydro-pyrimidine-4-carboxylic acid ethyl ester), Cl (hydrochloric acid). Run in C(C)O (ethanol). Yields the product O=S1(N(CCCC1)C=1N(C(C(=C(N1)C(=O)O)OC)=O)C)=O (2-(1,1-Dioxo-1λ6-[1,2]thiazinan-2-yl)-5-methoxy-1-methyl-6-oxo-1,6-dihydro-pyrimidine-4-carboxylic acid). Isolated yield 80.6%. Reaction SMILES: C([O:3][C:4]([C:6]1[N:7]=[C:8]([N:16]2[CH2:21][CH2:20][CH2:19][CH2:18][S:17]2(=[O:23])=[O:22])[N:9]([CH3:15])[C:10](=[O:14])[C:11]=1[O:12][CH3:13])=[O:5])C.[OH-].[Na+].Cl>C(O)C>[O:23]=[S:17]1(=[O:22])[CH2:18][CH2:19][CH2:20][CH2:21][N:16]1[C:8]1[N:9]([CH3:15])[C:10](=[O:14])[C:11]([O:12][CH3:13])=[C:6]([C:4]([OH:5])=[O:3])[N:7]=1 |f:1.2|. Reported procedure: A solution of 2-(1,1-dioxo-1λ6-[1,2]thiazinan-2-yl)-5-methoxy-1-methyl-6-oxo-1,6-dihydro-pyrimidine-4-carboxylic acid ethyl ester (0.180 g, 0.52 mmol) in 90% ethanol (10 ml) was treated at 22° C. 1 N with sodium hydroxide (1 ml) and the resulting mixture was stirred for 30 min. Then 1 N hydrochloric acid (2 ml) was added and the ethanol was evaporated under reduced pressure. The residue was dissolved in ethyl acetate, washed with brine and dried over anhydrous magnesium sulfate. Evaporation of t... Starting materials: Cc1ccnc(C)c1C(=O)O, CC(CCN)N1CCC(C2(c3ccc(OC(F)(F)F)cc3)Oc3ccccc3O2)CC1. Yields the product Cc1ccnc(C)c1C(=O)NCCC(C)N1CCC(C2(c3ccc(OC(F)(F)F)cc3)Oc3ccccc3O2)CC1. Reaction SMILES: [CH3:32][c:33]1[c:34]([C:35](=[O:36])[OH:37])[c:38]([CH3:42])[cH:39][cH:40][n:41]1.[F:1][C:2]([O:3][c:4]1[cH:5][cH:6][c:7]([C:10]2([CH:19]3[CH2:20][CH2:21][N:22]([CH:25]([CH2:26][CH2:27][NH2:28])[CH3:29])[CH2:23][CH2:24]3)[O:11][c:12]3[c:13]([cH:15][cH:16][cH:17][cH:18]3)[O:14]2)[cH:8][cH:9]1)([F:30])[F:31]>>[F:1][C:2]([O:3][c:4]1[cH:5][cH:6][c:7]([C:10]2([CH:19]3[CH2:20][CH2:21][N:22]([CH:25]([CH2:26][CH2:27][NH:28][C:35]([c:34]4[c:33]([CH3:32])[n:41][cH:40][cH:39][c:38]4[CH3:42])=[O:36])[CH3:29])[CH2:23][CH2:24]3)[O:11][c:12]3[c:13]([cH:15][cH:16][cH:17][cH:18]3)[O:14]2)[cH:8][cH:9]1)([F:30])[F:31]. The reactants are COC(=O)Cc1cc(O)cc(O)c1, CC#N, Fc1ccc(CBr)cc1, [K+], [K+], O=C([O-])[O-]. Product: COC(=O)Cc1cc(O)cc(OCc2ccc(F)cc2)c1. Reaction SMILES: [CH3:1][O:2][C:3]([CH2:4][c:5]1[cH:6][c:7]([OH:12])[cH:8][c:9]([OH:11])[cH:10]1)=[O:13].[CH3:29][C:30]#[N:31].[F:20][c:21]1[cH:22][cH:23][c:24]([CH2:25][Br:26])[cH:27][cH:28]1.[K+:14].[K+:15].[O-:16][C:17]([O-:18])=[O:19]>>[CH3:1][O:2][C:3]([CH2:4][c:5]1[cH:6][c:7]([O:12][CH2:25][c:24]2[cH:23][cH:22][c:21]([F:20])[cH:28][cH:27]2)[cH:8][c:9]([OH:11])[cH:10]1)=[O:13]. Starting materials: ClC1=C(C(=CC(=C1)[N+](=O)[O-])Cl)N=C=S (2,6-dichloro-4-nitrophenylisothiocyanate), [OH-].[Na+] (NaOH), NCCCCN (1,4-diaminobutane), Cl (HCl). Solvent: C1(=CC=CC=C1)C (toluene), C1(=CC=CC=C1)C (toluene). The product is ClC1=C(C(=CC(=C1)[N+](=O)[O-])Cl)N=C1NCCCCN1 (2-[(2,6-Dichloro-4-nitrophenyl)imino]hexahydro-1,3-diazepine). The yield is 30.3%. Reaction SMILES: [NH2:1][CH2:2][CH2:3][CH2:4][CH2:5][NH2:6].[Cl:7][C:8]1[CH:13]=[C:12]([N+:14]([O-:16])=[O:15])[CH:11]=[C:10]([Cl:17])[C:9]=1[N:18]=[C:19]=S.Cl.[OH-].[Na+]>C1(C)C=CC=CC=1>[Cl:7][C:8]1[CH:13]=[C:12]([N+:14]([O-:16])=[O:15])[CH:11]=[C:10]([Cl:17])[C:9]=1[N:18]=[C:19]1[NH:6][CH2:5][CH2:4][CH2:3][CH2:2][NH:1]1 |f:3.4|. Reported procedure: A solution of 1.76 g (0.02 mol) of 1,4-diaminobutane in 10 mL of toluene was cooled to -10° C. and 2,6-dichloro-4-nitrophenylisothiocyanate (2.45 g, 0.01 mol) in 10 mL of toluene was added dropwise over 30 minutes. The resulting mixture was stirred an additional hour then heated at reflux overnight. The reaction was cooled to room temperature and was treated with 30 mL 1M HCl. The aqueous phase was brought to pH 9 with 1M NaOH and the resulting yellow precipitate was filtered, washed with water ...